This data is from the Open Reaction Database (ORD), a public repository of structured organic reaction records. The task is: describe an organic reaction: reactants, conditions, products, and yield Starting materials: CCOCCN, NCC1CCCCC1, O=C(O)c1ccc(CN2C(=O)C3(COc4cc5c(cc43)CCO5)c3ccccc32)cc1, O=C(O)c1cccc(CN2C(=O)C3(COc4cc5c(cc43)CCO5)c3ccccc32)c1. The product is CCOCCNC(=O)c1ccc(CN2C(=O)C3(COc4cc5c(cc43)CCO5)c3ccccc32)cc1. As a reaction SMILES: [CH2:1]([CH3:2])[O:3][CH2:4][CH2:5][NH2:6].[CH:7]1([CH2:8][NH2:9])[CH2:10][CH2:11][CH2:12][CH2:13][CH2:14]1.[O:15]=[C:16]1[N:17]([CH2:36][c:37]2[cH:38][cH:39][c:40]([C:41](=[O:42])[OH:43])[cH:44][cH:45]2)[c:18]2[cH:19][cH:20][cH:21][cH:22][c:23]2[C:24]12[c:25]1[c:26]([cH:29][c:30]3[c:34]([cH:35]1)[CH2:33][CH2:32][O:31]3)[O:27][CH2:28]2.[O:46]=[C:47]1[C:48]2([CH2:49][O:50][c:51]3[cH:52][c:53]4[c:54]([cH:55][c:56]32)[CH2:57][CH2:58][O:59]4)[c:60]2[c:61]([cH:62][cH:63][cH:64][cH:65]2)[N:66]1[CH2:67][c:68]1[cH:69][c:70]([C:74]([OH:75])=[O:76])[cH:71][cH:72][cH:73]1>>[CH2:1]([CH3:2])[O:3][CH2:4][CH2:5][NH:6][C:41]([c:40]1[cH:39][cH:38][c:37]([CH2:36][N:17]2[C:16](=[O:15])[C:24]3([c:23]4[c:18]2[cH:19][cH:20][cH:21][cH:22]4)[c:25]2[c:26]([cH:29][c:30]4[c:34]([cH:35]2)[CH2:33][CH2:32][O:31]4)[O:27][CH2:28]3)[cH:45][cH:44]1)=[O:42]. Starting materials: C[Si](C)(C)CCOCn1cc(C#N)nc1Br, CCOC(=O)C#N, CC(C)[Mg+], [Cl-], C1CCOC1. Product: CCOC(=O)c1nc(C#N)cn1COCC[Si](C)(C)C. As a reaction SMILES: [Br:1][c:2]1[n:3]([CH2:9][O:10][CH2:11][CH2:12][Si:13]([CH3:14])([CH3:15])[CH3:16])[cH:4][c:5]([C:7]#[N:8])[n:6]1.[C:22](#[N:23])[C:24](=[O:25])[O:26][CH2:27][CH3:28].[CH:18]([Mg+:19])([CH3:20])[CH3:21].[Cl-:17].[O:29]1[CH2:30][CH2:31][CH2:32][CH2:33]1>>[c:2]1([C:24](=[O:25])[O:26][CH2:27][CH3:28])[n:3]([CH2:9][O:10][CH2:11][CH2:12][Si:13]([CH3:14])([CH3:15])[CH3:16])[cH:4][c:5]([C:7]#[N:8])[n:6]1. Reactants: C(#N)C1=CC=C(C=C1)C(NC(=O)NC1=CC(=CC(=C1)C(F)(F)F)F)C1=C(CCCC1=O)O (1-((4-cyanophenyl)(2-hydroxy-6-oxocyclohex-1-enyl)methyl)-3-(3-fluoro-5-(trifluoromethyl)phenyl)urea), C(#N)C1=CC=C(C=C1)C(NC(=O)NC1=CC(=C(C=C1)F)C(F)(F)F)C1=C(CCCC1=O)OC (1-((4-cyanophenyl)(2-methoxy-6-oxocyclohex-1-enyl)methyl)-3-(4-fluoro-3-(trifluoromethyl)phenyl)urea), C(#N)C1=CC=C(C=C1)C(NC(=O)NC1=CC(=C(C=C1)F)C(F)(F)F)C1=C(CCCC1=O)OC (1-((4-cyanophenyl)(2-methoxy-6-oxocyclohex-1-enyl)methyl)-3-(4-fluoro-3-(trifluoromethyl)phenyl)urea), C(#N)C1=CC=C(C=C1)C(NC(=O)NC1=CC(=CC(=C1)C(F)(F)F)F)C1=C(CCCC1=O)O (1-((4-cyanophenyl)(2-hydroxy-6-oxocyclohex-1-enyl)methyl)-3-(3-fluoro-5-(trifluoromethyl)phenyl)urea). Yields the product C(#N)C1=CC=C(C=C1)C(NC(=O)NC1=CC(=CC(=C1)C(F)(F)F)F)C1=C(CCCC1=O)OC (1-((4-Cyanophenyl)(2-methoxy-6-oxocyclohex-1-enyl)methyl)-3-(3-fluoro-5-(trifluoromethyl)phenyl)urea). RXN SMILES: [C:1]([C:3]1[CH:8]=[CH:7][C:6]([CH:9]([C:25]2[C:30](=[O:31])[CH2:29][CH2:28][CH2:27][C:26]=2[O:32][CH3:33])[NH:10][C:11]([NH:13][C:14]2[CH:19]=[CH:18][C:17](F)=[C:16]([C:21]([F:24])([F:23])[F:22])[CH:15]=2)=[O:12])=[CH:5][CH:4]=1)#[N:2].C(C1C=CC(C(C2C(=O)CCCC=2O)NC(NC2C=C(C(F)(F)[F:54])C=C(F)C=2)=O)=CC=1)#N>>[C:1]([C:3]1[CH:4]=[CH:5][C:6]([CH:9]([C:25]2[C:30](=[O:31])[CH2:29][CH2:28][CH2:27][C:26]=2[O:32][CH3:33])[NH:10][C:11]([NH:13][C:14]2[CH:15]=[C:16]([C:21]([F:22])([F:23])[F:24])[CH:17]=[C:18]([F:54])[CH:19]=2)=[O:12])=[CH:7][CH:8]=1)#[N:2]. Procedure: The title compound is prepared in analogy to 1-((4-cyanophenyl)(2-methoxy-6-oxocyclohex-1-enyl)methyl)-3-(4-fluoro-3-(trifluoromethyl)phenyl)urea (intermediate 46), using 1-((4-cyanophenyl)(2-hydroxy-6-oxocyclohex-1-enyl)methyl)-3-(3-fluoro-5-(trifluoromethyl)phenyl)urea (intermediate 45, 378 mg, 0.85 mmol) as starting material. Yield: 367 mg; ESI mass spectrum [M+H]+=462; Retention time HPLC: 1.11 min (Z018_S04). Reactants: [Ba+2].S(=S)(=O)(OCCCCCCCCCCOS(=S)(=O)[O-])[O-] (decamethylene bis(thiosulphate) barium salt), S(=O)(=O)([O-])[O-].[NH4+].[NH4+] (ammonium sulphate), [Na+].[Cl-] (NaCl), [Na+].[Na+].S(=S)(=O)(OCCCCCCCCCCOS(=S)(=O)[O-])[O-] (decamethylene bis(thiosulphate) disodium salt). The reagents and catalysts are O.O.O.O.O.O.[Co+2].S(=S)(=O)(OCCCCCCOS(=S)(=O)[O-])[O-] (hexamethylene bis(thiosulphate) cobalt salt hexahydrate), [Co+2].S(=S)(=O)(OCCCCCCOS(=S)(=O)[O-])[O-] (hexamethylene bis(thiosulphate) cobalt salt). Product: [NH4+].[NH4+].S(=S)(=O)(OCCCCCCCCCCOS(=S)(=O)[O-])[O-] (decamethylene bis(thiosulphate) diammonium salt). As a reaction SMILES: [Na+].[Cl-].[Ba+2].[S:4]([O-:23])([O:7][CH2:8][CH2:9][CH2:10][CH2:11][CH2:12][CH2:13][CH2:14][CH2:15][CH2:16][CH2:17][O:18][S:19]([O-:22])(=[O:21])=[S:20])(=[O:6])=[S:5].[Na+].[Na+].S([O-])(OCCCCCCCCCCOS([O-])(=O)=S)(=O)=S.S([O-])([O-])(=O)=O.[NH4+:51].[NH4+]>O.O.O.O.O.O.[Co+2].S([O-])(OCCCCCCOS([O-])(=O)=S)(=O)=S.[Co+2].S([O-])(OCCCCCCOS([O-])(=O)=S)(=O)=S>[NH4+:51].[NH4+:51].[S:4]([O-:23])([O:7][CH2:8][CH2:9][CH2:10][CH2:11][CH2:12][CH2:13][CH2:14][CH2:15][CH2:16][CH2:17][O:18][S:19]([O-:22])(=[O:21])=[S:20])(=[O:6])=[S:5] |f:0.1,2.3,4.5.6,7.8.9,10.11.12.13.14.15.16.17,18.19,20.21.22|. Procedure details: This analysis corresponds closely with that calculated for hexamethylene bis(thiosulphate) cobalt salt hexahydrate (C6H24O12S4Co) contaminated with 5% by weight NaCl. (B) Decamethylene bis(thiosulphate)diammonium salt was prepared from decamethylene bis(thiosulphate) barium salt (itself prepared from decamethylene bis(thiosulphate) disodium salt by a procedure similar to that of Example 11) by essentially the same method as that described in Part (A) but using ammonium sulphate in place of cobal... Reactants: C(CCCCCCCCCCC)OC1=CC=C(C(=O)O)C=C1 (p-dodecyloxybenzoic acid), P(Cl)(Cl)(Cl)(Cl)Cl (PCl5). The solvent is C1=CC=CC=C1 (benzene). Yields the product C(CCCCCCCCCCC)OC1=CC=C(C(=O)Cl)C=C1 (p-dodecyloxybenzoic acid chloride). Yield: 103.4%. Reaction SMILES: [CH2:1]([O:13][C:14]1[CH:22]=[CH:21][C:17]([C:18](O)=[O:19])=[CH:16][CH:15]=1)[CH2:2][CH2:3][CH2:4][CH2:5][CH2:6][CH2:7][CH2:8][CH2:9][CH2:10][CH2:11][CH3:12].P(Cl)(Cl)(Cl)(Cl)[Cl:24]>C1C=CC=CC=1>[CH2:1]([O:13][C:14]1[CH:22]=[CH:21][C:17]([C:18]([Cl:24])=[O:19])=[CH:16][CH:15]=1)[CH2:2][CH2:3][CH2:4][CH2:5][CH2:6][CH2:7][CH2:8][CH2:9][CH2:10][CH2:11][CH3:12]. Procedure details: 4.0 g (1.31×10-2 mol) of p-dodecyloxybenzoic acid was dissolved in 15 ml of benzene, and 2.79 g (1.31×10-2 mol) of PCl5 was slowly added thereto under stirring at room temperature. Thereafter, 3 hours of heat-refluxing was effected, followed by distilling-off the solvent to obtain 4.4 g of p-dodecyloxybenzoic acid chloride. The reactants are [H-].[Na+] (sodium hydride), ClC1=C(COC=2C=CC=C3C=CC(=NC23)C)C(=CC=C1C=O)Cl (8-(2,6-dichloro-3-formylbenzyloxy)-2-methylquinoline), O (water), [Br-].C1(C=2C(C(N1CC[P+](C1=CC=CC=C1)(C1=CC=CC=C1)C1=CC=CC=C1)=O)=CC=CC2)=O ((2-phthalimidoethyl)triphenylphosphonium bromide). Run in oil, CS(=O)C (dimethyl sulfoxide). Reaction conditions: temperature 60 celsius, time 1 hour. Yields the product ClC1=C(COC=2C=CC=C3C=CC(=NC23)C)C(=CC=C1\C=C/CN1C(C=2C(C1=O)=CC=CC2)=O)Cl (8-[2,6-dichloro-3-((Z)-3-phthalimido-1-propenyl)benzyloxy]-2-methylquinoline), ClC1=C(COC=2C=CC=C3C=CC(=NC23)C)C(=CC=C1\C=C\CN1C(C=2C(C1=O)=CC=CC2)=O)Cl (8-[2,6-dichloro-3-((E)-3-phthalimido-1-propenyl)benzyloxy]-2-methylquinoline). As a reaction SMILES: [H-].[Na+].[Br-].[C:4]1(=[O:35])[N:8]([CH2:9][CH2:10][P+](C2C=CC=CC=2)(C2C=CC=CC=2)C2C=CC=CC=2)[C:7](=[O:30])[C:6]2=[CH:31][CH:32]=[CH:33][CH:34]=[C:5]12.[Cl:36][C:37]1[C:55]([CH:56]=O)=[CH:54][CH:53]=[C:52]([Cl:58])[C:38]=1[CH2:39][O:40][C:41]1[CH:42]=[CH:43][CH:44]=[C:45]2[C:50]=1[N:49]=[C:48]([CH3:51])[CH:47]=[CH:46]2.O>CS(C)=O>[Cl:36][C:37]1[C:55](/[CH:56]=[CH:10]\[CH2:9][N:8]2[C:4](=[O:35])[C:5]3=[CH:34][CH:33]=[CH:32][CH:31]=[C:6]3[C:7]2=[O:30])=[CH:54][CH:53]=[C:52]([Cl:58])[C:38]=1[CH2:39][O:40][C:41]1[CH:42]=[CH:43][CH:44]=[C:45]2[C:50]=1[N:49]=[C:48]([CH3:51])[CH:47]=[CH:46]2.[Cl:36][C:37]1[C:55](/[CH:56]=[CH:10]/[CH2:9][N:8]2[C:4](=[O:35])[C:5]3=[CH:34][CH:33]=[CH:32][CH:31]=[C:6]3[C:7]2=[O:30])=[CH:54][CH:53]=[C:52]([Cl:58])[C:38]=1[CH2:39][O:40][C:41]1[CH:42]=[CH:43][CH:44]=[C:45]2[C:50]=1[N:49]=[C:48]([CH3:51])[CH:47]=[CH:46]2 |f:0.1,2.3|. Procedure: The mixture of 60% sodium hydride in oil (56 mg) and dimethyl sulfoxide (6 ml) was stirred at 60° C. under nitrogen atmosphere for 1 hour. To the mixture was added (2-phthalimidoethyl)triphenylphosphonium bromide (1.19 g) at ambient temperature, and the mixture was stirred for 30 minutes. To the mixture was added 8-(2,6-dichloro-3-formylbenzyloxy)-2-methylquinoline (400 mg) under water bath cooling, and the mixture was stirred overnight. To the reaction mixture was added water and extracted with... Reactants: O=C(C=1C=CN(C1)C)C, [Zn].O=S(O)C(F)(F)F. The reagents and catalysts are OOC(C)(C)C. Run in O, ClCCl. Reaction conditions: temperature 25 celsius, time 24 hour. Yields the product O=C(C=1C=C(N(C1)C)C(F)(F)F)C. Yield: 67.0%. Starting materials: CN1C(NC2=CC=CC(=C2C1=O)Cl)=O (3-methyl-5-chloro-1,2,3,4-tetrahydro-2,4-dioxo-quinazoline), [N+](#[C-])CC(=O)OCC (ethyl isocyanoacetate). Product: CN1C=2N(C3=CC=CC(=C3C1=O)Cl)C=NC2C(=O)OCC (Ethyl 4,5-dihydro-4-methyl-5-oxo-6-chloro-imidazo(1,5-a)quinazoline-3-carboxylate). As a reaction SMILES: [CH3:1][N:2]1[C:11](=[O:12])[C:10]2[C:5](=[CH:6][CH:7]=[CH:8][C:9]=2[Cl:13])[NH:4][C:3]1=O.[N+:15]([CH2:17][C:18]([O:20][CH2:21][CH3:22])=[O:19])#[C-:16]>>[CH3:1][N:2]1[C:11](=[O:12])[C:10]2[C:5](=[CH:6][CH:7]=[CH:8][C:9]=2[Cl:13])[N:4]2[CH:16]=[N:15][C:17]([C:18]([O:20][CH2:21][CH3:22])=[O:19])=[C:3]12. Reported procedure: M.p. 248°-254° C. by reaction between 3-methyl-5-chloro-1,2,3,4-tetrahydro-2,4-dioxo-quinazoline and ethyl isocyanoacetate. The reactants are ClC=1C=C(C=CC1OCC)C1=NC(=NO1)C=1C=C2C=NN(C2=CC1)CCC(=O)OCC (Ethyl 3-(5-{5-[3-chloro-4-(ethyloxy)phenyl]-1,2,4-oxadiazol-3-yl}-1H-indazol-1-yl)propanoate), [OH-].[Na+] (NaOH). Solvent: C(C)O (ethanol). Run at temperature 50 celsius. Product: ClC=1C=C(C=CC1OCC)C1=NC(=NO1)C=1C=C2C=NN(C2=CC1)CCC(=O)[O-].[Na+] (Sodium 3-(5-{5-[3-chloro-4-(ethyloxy)phenyl]-1,2,4-oxadiazol-3-yl}-1H-indazol-1-yl)propanoate). Reaction SMILES: [Cl:1][C:2]1[CH:3]=[C:4]([C:11]2[O:15][N:14]=[C:13]([C:16]3[CH:17]=[C:18]4[C:22](=[CH:23][CH:24]=3)[N:21]([CH2:25][CH2:26][C:27]([O:29]CC)=[O:28])[N:20]=[CH:19]4)[N:12]=2)[CH:5]=[CH:6][C:7]=1[O:8][CH2:9][CH3:10].[OH-].[Na+:33]>C(O)C>[Cl:1][C:2]1[CH:3]=[C:4]([C:11]2[O:15][N:14]=[C:13]([C:16]3[CH:17]=[C:18]4[C:22](=[CH:23][CH:24]=3)[N:21]([CH2:25][CH2:26][C:27]([O-:29])=[O:28])[N:20]=[CH:19]4)[N:12]=2)[CH:5]=[CH:6][C:7]=1[O:8][CH2:9][CH3:10].[Na+:33] |f:1.2,4.5|. Procedure: Ethyl 3-(5-{5-[3-chloro-4-(ethyloxy)phenyl]-1,2,4-oxadiazol-3-yl}-1H-indazol-1-yl)propanoate (D57) (77 mg, 0.17 mmol) was suspended in 2M aq. NaOH (2 ml) and ethanol (2 ml). The mixture was heated at 50° C. until dissolved then cooled. The ethanol was removed in vacuo and the resultant solid was filtered, washed with ethanol, water and diethyl ether then dried under high vacuum to afford the title compound (63.6 mg) as a pink solid. δH (methanol-d4, 400 MHz) 1.49 (3H, t), 2.77 (2H, t), 4.25 (2H,...